This data is from the Open Reaction Database (ORD), a public repository of structured organic reaction records. The task is: describe an organic reaction: reactants, conditions, products, and yield The reactants are N1C=CC=2C1=NC=C(C2)N (1H-Pyrrolo[2,3-b]pyridin 5-ylamine), C(C)(C)(C)OC(C1=CC(C(=O)O)=C(C=C1)C)=O (4-methyl-isophthalic acid 1-tert-butyl ester), CN(C)C(=[N+](C)C)ON1C2=C(C=CC=C2)N=N1.[B-](F)(F)(F)F (TBTU), C=1C=CC2=C(C1)N=NN2O (HOBT), CCN(C(C)C)C(C)C (Hunig's base). Solvent: C1CCOC1 (THF). Run at time 8 hour. Product: C(C)(C)(C)OC(C1=CC(C(=O)NC=2C=C3C(=NC2)NC=C3)=C(C=C1)C)=O (4-Methyl-N-(1H-pyrrolo[2,3-b]pyridin-5yl)-isophthalamic acid tert-butyl ester). RXN SMILES: [NH:1]1[C:5]2=[N:6][CH:7]=[C:8]([NH2:10])[CH:9]=[C:4]2[CH:3]=[CH:2]1.[C:11]([O:15][C:16](=[O:27])[C:17]1[CH:25]=[CH:24][C:23]([CH3:26])=[C:19]([C:20](O)=[O:21])[CH:18]=1)([CH3:14])([CH3:13])[CH3:12].CN(C(ON1N=NC2C=CC=CC1=2)=[N+](C)C)C.[B-](F)(F)(F)F.C1C=CC2N(O)N=NC=2C=1.CCN(C(C)C)C(C)C>C1COCC1>[C:11]([O:15][C:16](=[O:27])[C:17]1[CH:25]=[CH:24][C:23]([CH3:26])=[C:19]([C:20]([NH:10][C:8]2[CH:9]=[C:4]3[CH:3]=[CH:2][NH:1][C:5]3=[N:6][CH:7]=2)=[O:21])[CH:18]=1)([CH3:14])([CH3:13])[CH3:12] |f:2.3|. Procedure: To a solution of 1H-pyrrolo[2,3-b]pyridin-5-ylamine (example c), 0.5 mmol) and 4-methyl-isophthalic acid 1-tert-butyl ester from example 1-1 (0.5 mmol) in THF (5 ml) were added TBTU (0.5 mmol), HOBT (0.5 mmol) and Hunig's base (0.6 mmol) and stirred at RT for overnight. Solvent was concentrated, residue was diluted with EtOAc ( ), washed with 1(N) NaOH. Organics was concentrated to get 2.8 g of the crude title product. LC-MS: (m/z 352) The reactants are NC1(NC=NC2=CC(=CC=C12)OCC1CCN(CC1)C)OC (4-amino-4-methoxy-7-(1-methylpiperidin-4-ylmethoxy)quinazoline), [H-].[Na+] (sodium hydride), CN(C)C=O (DMF), CC1=C(C(=CC=C1)C)N=C=S (2,6-Dimethylphenyl isothiocyanate). Reaction conditions: time 20 minute. Product: CC1=C(C(=CC=C1)C)NC(=S)NC1=NC=NC2=CC(=C(C=C12)OC)OCC1CCN(CC1)C (1-(2,6-dimethylphenyl)-3-[6-methoxy-7-(N-methylpiperidin-4-ylmethoxy)quinazolin-4-yl]thiourea). RXN SMILES: [NH2:1][C:2]1(OC)[C:11]2[C:6](=[CH:7][C:8]([O:12][CH2:13][CH:14]3[CH2:19][CH2:18][N:17]([CH3:20])[CH2:16][CH2:15]3)=[CH:9][CH:10]=2)[N:5]=[CH:4][NH:3]1.[H-].[Na+].[CH3:25][C:26]1[CH:31]=[CH:30][CH:29]=[C:28]([CH3:32])[C:27]=1[N:33]=[C:34]=[S:35].CN([CH:39]=[O:40])C>>[CH3:32][C:28]1[CH:29]=[CH:30][CH:31]=[C:26]([CH3:25])[C:27]=1[NH:33][C:34]([NH:1][C:2]1[C:11]2[C:6](=[CH:7][C:8]([O:12][CH2:13][CH:14]3[CH2:15][CH2:16][N:17]([CH3:20])[CH2:18][CH2:19]3)=[C:9]([O:40][CH3:39])[CH:10]=2)[N:5]=[CH:4][N:3]=1)=[S:35] |f:1.2|. Procedure: A solution of 4-amino-4-methoxy-7-(1-methylpiperidin-4-ylmethoxy)quinazoline (150 mg) in DMF (4.5 ml) was added to sodium hydride (60% dispersion in mineral oil, 0.03 g) and the reaction mixture was stirred at ambient temperature for 20 minutes. 2,6-Dimethylphenyl isothiocyanate (0.162 g) was added and the mixture was stirred at ambient temperature for 20 hours. The action mixture was evaporated and the residual solid was purified by column chromatography on silica using increasingly polar mixtu... Starting materials: ClC1=NC=CC(=N1)C1=C(N=C(S1)N1CCOCC1)C=1C(=C(C=CC1F)NS(=O)(=O)C1=C(C=CC(=C1)F)F)F (N-{3-[5-(2-chloro-4-pyrimidinyl)-2-(4-morpholinyl)-1,3-thiazol-4-yl]-2,4-difluorophenyl}-2,5-difluorobenzenesulfonamide), [NH4+].[OH-] (NH4OH). Product: NC1=NC=CC(=N1)C1=C(N=C(S1)N1CCOCC1)C=1C(=C(C=CC1F)NS(=O)(=O)C1=C(C=CC(=C1)F)F)F (N-{3-[5-(2-Amino-4-pyrimidinyl)-2-(4-morpholinyl)-1,3-thiazol-4-yl]-2,4-difluorophenyl}-2,5-difluorobenzenesulfonamide). RXN SMILES: Cl[C:2]1[N:7]=[C:6]([C:8]2[S:12][C:11]([N:13]3[CH2:18][CH2:17][O:16][CH2:15][CH2:14]3)=[N:10][C:9]=2[C:19]2[C:20]([F:38])=[C:21]([NH:26][S:27]([C:30]3[CH:35]=[C:34]([F:36])[CH:33]=[CH:32][C:31]=3[F:37])(=[O:29])=[O:28])[CH:22]=[CH:23][C:24]=2[F:25])[CH:5]=[CH:4][N:3]=1.[NH4+:39].[OH-]>>[NH2:39][C:2]1[N:7]=[C:6]([C:8]2[S:12][C:11]([N:13]3[CH2:18][CH2:17][O:16][CH2:15][CH2:14]3)=[N:10][C:9]=2[C:19]2[C:20]([F:38])=[C:21]([NH:26][S:27]([C:30]3[CH:35]=[C:34]([F:36])[CH:33]=[CH:32][C:31]=3[F:37])(=[O:29])=[O:28])[CH:22]=[CH:23][C:24]=2[F:25])[CH:5]=[CH:4][N:3]=1 |f:1.2|. Reported procedure: Following a procedure analogous to the procedure described in Example 21 using N-{3-[5-(2-chloro-4-pyrimidinyl)-2-(4-morpholinyl)-1,3-thiazol-4-yl]-2,4-difluorophenyl}-2,5-difluorobenzenesulfonamide (150 mg, 0.256 mmol) and NH4OH (2.5 mL, 17.97 mmol) heated in a microwave reactor at 130° C. for 30 min the title compound was obtained as a light yellow solid (127 mg, 83% yield). 1H NMR (400 MHz, DMSO-d6) δ ppm 10.74 (br. s., 1H), 7.90 (d, J=5.3 Hz, 1H), 7.46-7.58 (m, 4H), 7.25 (t, J=8.8 Hz, 1H), 6... Reactants: C(\C=C/C(=O)[O-])(=O)[O-] (maleate), FC(CN=C(NC1=NC(=NC=C1)OCCCC(=N)N)N)(C(F)F)F (4-[4-(2-[2,2,3,3-tetrafluoropropyl]guanidino)pyrimid-2-yloxy]butyramidine), FC(CN=C=S)(C(F)F)F (2,2,3,3-tetrafluoropropylisothiocyanate). The product is FC(CN=C(NC1=NC(=NC=C1)S(=O)C)N)(C(F)F)F (4-[2-(2,2,3,3-tetrafluoropropyl)guanidino]-2methylsulphinylpyrimidine). Isolated yield 25.0%. As a reaction SMILES: C([O-])(=O)/C=C\C([O-])=[O:5].[F:9][C:10]([F:32])([CH:29]([F:31])[F:30])[CH2:11][N:12]=[C:13]([NH2:28])[NH:14][C:15]1[CH:20]=[CH:19][N:18]=[C:17](OCCCC(N)=N)[N:16]=1.FC(F)(C(F)F)CN=[C:37]=[S:38]>>[F:9][C:10]([F:32])([CH:29]([F:31])[F:30])[CH2:11][N:12]=[C:13]([NH2:28])[NH:14][C:15]1[CH:20]=[CH:19][N:18]=[C:17]([S:38]([CH3:37])=[O:5])[N:16]=1. Reported procedure: maleate, m.p. 182°-184° (yield 25%). The 4-[4-(2-[2,2,3,3-tetrafluoropropyl]guanidino)pyrimid-2-yloxy]butyramidine used as starting material may be prepared as follows. The second, third and fourth parts of Example 34 in European Patent Publication No.30092 were repeated, using 2,2,3,3-tetrafluoropropylisothiocyanate in place of 2,2,2-trifluoroethylisothiocyanate, to give 4-[2-(2,2,3,3-tetrafluoropropyl)guanidino]-2methylsulphinylpyrimidine. Using this intermediate, and 3-cyanopropanol in place ...